Dataset: the Open Reaction Database (ORD), a public repository of structured organic reaction records. Task: describe an organic reaction: reactants, conditions, products, and yield Starting materials: CC1Oc2c(Br)cccc2NC1=O, Cc1ccc(B(O)O)c(C)c1, COCCOC, [Na+], [Na+], O=C([O-])[O-], O, c1ccc(P(c2ccccc2)(c2ccccc2)[Pd](P(c2ccccc2)(c2ccccc2)c2ccccc2)(P(c2ccccc2)(c2ccccc2)c2ccccc2)P(c2ccccc2)(c2ccccc2)c2ccccc2)cc1. Product: Cc1ccc(-c2cccc3c2OC(C)C(=O)N3)c(C)c1. Reaction SMILES: [Br:1][c:2]1[cH:3][cH:4][cH:5][c:6]2[c:11]1[O:10][CH:9]([CH3:12])[C:8](=[O:13])[NH:7]2.[CH3:14][c:15]1[c:16]([B:22]([OH:23])[OH:24])[cH:17][cH:18][c:19]([CH3:21])[cH:20]1.[CH3:31][O:32][CH2:33][CH2:34][O:35][CH3:36].[Na+:25].[Na+:26].[O-:27][C:28](=[O:29])[O-:30].[OH2:37].[cH:38]1[cH:39][cH:40][c:41]([P:42]([Pd:43]([P:44]([c:45]2[cH:46][cH:47][cH:48][cH:49][cH:50]2)([c:51]2[cH:52][cH:53][cH:54][cH:55][cH:56]2)[c:57]2[cH:58][cH:59][cH:60][cH:61][cH:62]2)([P:63]([c:64]2[cH:65][cH:66][cH:67][cH:68][cH:69]2)([c:70]2[cH:71][cH:72][cH:73][cH:74][cH:75]2)[c:76]2[cH:77][cH:78][cH:79][cH:80][cH:81]2)[P:82]([c:83]2[cH:84][cH:85][cH:86][cH:87][cH:88]2)([c:89]2[cH:90][cH:91][cH:92][cH:93][cH:94]2)[c:95]2[cH:96][cH:97][cH:98][cH:99][cH:100]2)([c:101]2[cH:102][cH:103][cH:104][cH:105][cH:106]2)[c:107]2[cH:108][cH:109][cH:110][cH:111][cH:112]2)[cH:113][cH:114]1>>[c:2]1(-[c:16]2[c:15]([CH3:14])[cH:20][c:19]([CH3:21])[cH:18][cH:17]2)[cH:3][cH:4][cH:5][c:6]2[c:11]1[O:10][CH:9]([CH3:12])[C:8](=[O:13])[NH:7]2. Starting materials: NC=1N(C(C2(N1)CC(OC1=CC=C(C=C12)Br)C1=CC=CC=C1)=O)C (2′-amino-6-bromo-1′-methyl-2-phenylspiro[chroman-4,4′-imidazol]-5′(1′H)-one), N1(CCCC1)C(=O)C=1C=C(C=CC1)B(O)O (3-(pyrrolidine-1-carbonyl)phenylboronic acid). Reagents/catalysts: Cl[Pd]([P](C1=CC=CC=C1)(C2=CC=CC=C2)C3=CC=CC=C3)([P](C4=CC=CC=C4)(C5=CC=CC=C5)C6=CC=CC=C6)Cl (Pd(PPh3)2Cl2). The solvent is O1CCOCC1 (1,4-dioxane), C(=O)([O-])[O-].[Cs+].[Cs+] (Cs2CO3). Run at temperature 120 celsius. Yields the product NC=1N(C(C2(N1)CC(OC1=CC=C(C=C12)C1=CC(=CC=C1)C(=O)N1CCCC1)C1=CC=CC=C1)=O)C (2′-amino-1′-methyl-2-phenyl-6-(3-(pyrrolidine-1-carbonyl)phenyl)spiro[chroman-4,4′-imidazol]-5′(1′H)-one). Yield: 9.7%. RXN SMILES: [NH2:1][C:2]1[N:3]([CH3:24])[C:4](=[O:23])[C:5]2([C:15]3[C:10](=[CH:11][CH:12]=[C:13](Br)[CH:14]=3)[O:9][CH:8]([C:17]3[CH:22]=[CH:21][CH:20]=[CH:19][CH:18]=3)[CH2:7]2)[N:6]=1.[N:25]1([C:30]([C:32]2[CH:33]=[C:34](B(O)O)[CH:35]=[CH:36][CH:37]=2)=[O:31])[CH2:29][CH2:28][CH2:27][CH2:26]1>O1CCOCC1.C([O-])([O-])=O.[Cs+].[Cs+].Cl[Pd](Cl)([P](C1C=CC=CC=1)(C1C=CC=CC=1)C1C=CC=CC=1)[P](C1C=CC=CC=1)(C1C=CC=CC=1)C1C=CC=CC=1>[NH2:1][C:2]1[N:3]([CH3:24])[C:4](=[O:23])[C:5]2([C:15]3[C:10](=[CH:11][CH:12]=[C:13]([C:36]4[CH:35]=[CH:34][CH:33]=[C:32]([C:30]([N:25]5[CH2:26][CH2:27][CH2:28][CH2:29]5)=[O:31])[CH:37]=4)[CH:14]=3)[O:9][CH:8]([C:17]3[CH:22]=[CH:21][CH:20]=[CH:19][CH:18]=3)[CH2:7]2)[N:6]=1 |f:3.4.5,^1:55,74|. Procedure details: Pd(PPh3)2Cl2 (10 mg) in a 10 mL of tube under Ar2 was treated sequentially with 2′-amino-6-bromo-1′-methyl-2-phenylspiro[chroman-4,4′-imidazol]-5′(1′H)-one (20 mg, 0.052 mmol) in 1,4-dioxane (1 mL), Cs2CO3 (2 N, 0.3 mL) and 3-(pyrrolidine-1-carbonyl)phenylboronic acid (10 mg, 0.045 mmol). The mixture was heated at 120° C. in a microwave reactor for 0.5 h. The reaction mixture was concentrated in vacuo to give the residue, which was purified by preparative TLC to give pure 2′-amino-1′-methyl-2-ph... The reactants are S(=O)(=O)([O-])S(=O)[O-].[Na+].[Na+] (sodium metabisulphite), NC1=CC2=C(C(=NS2(=O)=O)OCC)C=C1 (6-Amino-3-ethoxybenzoisothiazole-1,1-dioxide), N(=O)[O-].[Na+] (sodium nitrite), solution, [I-].[K+] (potassium iodide). Solvent: S(O)(O)(=O)=O (sulphuric acid). Yields the product IC1=CC2=C(C(=NS2(=O)=O)OCC)C=C1 (6-iodo-3-ethoxy-benzoisothiazole-1,1-dioxide). As a reaction SMILES: N[C:2]1[CH:15]=[CH:14][C:5]2[C:6]([O:11][CH2:12][CH3:13])=[N:7][S:8](=[O:10])(=[O:9])[C:4]=2[CH:3]=1.N([O-])=O.[Na+].[I-:20].[K+].S(S([O-])=O)([O-])(=O)=O.[Na+].[Na+]>S(=O)(=O)(O)O>[I:20][C:2]1[CH:15]=[CH:14][C:5]2[C:6]([O:11][CH2:12][CH3:13])=[N:7][S:8](=[O:10])(=[O:9])[C:4]=2[CH:3]=1 |f:1.2,3.4,5.6.7|. Procedure details: 6-Amino-3-ethoxybenzoisothiazole-1,1-dioxide (D.3b) (0.25 g) was diazotised with sodium nitrite (0.21 g) in conc. sulphuric acid (5 ml) at 0°-10° C. for 2 h. After pouring into an aqueous (50 ml) solution of potassium iodide (1 g), the black suspension was treated with sodium metabisulphite until an orange precipitate remained. The solid was collected, washed with water and dried (0.26 g, mp 185°-90°) Starting materials: O=C(CC(=O)OC)C (Methyl 3-oxobutyrate), C(C)(=O)OC(C)=O (acetic anhydride), ClC=1C=C2C=CC=[N+](C2=CC1)[O-] (6-chloroquinoline 1-oxide), Cl (hydrochloric acid). Reaction conditions: temperature 40 celsius, time 30 minute. Product: ClC=1C=C2C=CC(=NC2=CC1)CC(=O)OC (methyl (6-chloroquinolin-2-yl)acetate). As a reaction SMILES: O=[C:2]([CH3:8])[CH2:3][C:4]([O:6][CH3:7])=[O:5].C(OC(=O)C)(=O)C.[Cl:16][C:17]1[CH:18]=[C:19]2[C:24](=[CH:25][CH:26]=1)[N+:23]([O-])=CC=[CH:20]2.Cl>>[Cl:16][C:17]1[CH:18]=[C:19]2[C:24](=[CH:25][CH:26]=1)[N:23]=[C:2]([CH2:3][C:4]([O:6][CH3:7])=[O:5])[CH:8]=[CH:20]2. Procedure: Methyl 3-oxobutyrate was added to an acetic anhydride solution of 6-chloroquinoline 1-oxide, followed by 30 minutes of stirring at an oil bath temperature of 40° C. Thus obtained compound was added to 10% hydrochloric acid and the mixture was reacted at room temperature to obtain methyl (6-chloroquinolin-2-yl)acetate. The compound was further treated in a similar manner to Reference Example 11, Example 22 and Example 4, successively, to obtain an objective compound.